From a dataset of the Open Reaction Database (ORD), a public repository of structured organic reaction records. describe an organic reaction: reactants, conditions, products, and yield Reaction SMILES: [CH2:1]([N:5]1[CH:9]=[CH:8][N:7]=[C:6]1[CH2:10]O)[CH2:2][CH2:3][CH3:4].S(Cl)([Cl:14])=O>>[ClH:14].[CH2:1]([N:5]1[CH:9]=[CH:8][N:7]=[C:6]1[CH2:10][Cl:14])[CH2:2][CH2:3][CH3:4] |f:2.3|. Reaction conditions: temperature 90 celsius. Procedure: To 1-butyl-2-hydroxymethylimidazole (3.0 g) was added thionyl chloride (30 ml), and the mixture was heated for 30 minutes under nitrogen atmosphere at 90° C. The mixture was allowed to be at room temperature, the solvent was distilled off under reduced pressure, and the obtained solid was washed with ethyl acetate, to give 1-butyl-2-chloromethylimidazole hydrochloride (3.5 g) as brown crystals. Starting materials: C(CCC)N1C(=NC=C1)CO (1-butyl-2-hydroxymethylimidazole), S(=O)(Cl)Cl (thionyl chloride). The product is Cl.C(CCC)N1C(=NC=C1)CCl (1-butyl-2-chloromethylimidazole hydrochloride). Starting materials: CCOC(=O)c1cnc2nc(C)c(OCC)cc2c1O, [Na+], [OH-], O. Product: CCOc1cc2c(O)c(C(=O)O)cnc2nc1C. RXN SMILES: [CH2:1]([CH3:2])[O:3][c:4]1[cH:5][c:6]2[c:7]([OH:20])[c:8]([C:15](=[O:16])[O:17][CH2:18][CH3:19])[cH:9][n:10][c:11]2[n:12][c:13]1[CH3:14].[Na+:22].[OH-:21].[OH2:23]>>[CH2:1]([CH3:2])[O:3][c:4]1[cH:5][c:6]2[c:7]([OH:20])[c:8]([C:15](=[O:16])[OH:17])[cH:9][n:10][c:11]2[n:12][c:13]1[CH3:14]. The reactants are FC=1C=C(C(=O)CNC2=C(C=CC(=C2)OC)C2CC=3C=CC(=CC3CC2)OC(C(C)(C)C)=O)C=CC1O (pivalic acid 6-{2-[(3-fluoro-4-hydroxybenzoyl)methylamino]-4-methoxyphenyl}-5,6,7,8-tetrahydronaphthalen-2-yl ester), ClCC(=O)N1CCCC1 (2-chloro-1-pyrrolidin-1-ylethanone). Product: FC=1C=C(CCNC2=C(C=CC(=C2)OC)C2CC=3C=CC(=CC3CC2)O)C=CC1OCCN1CCCC1 (6-{2-{[3-Fluoro-4-(2-pyrrolidin-1-ylethoxy)benzyl]methylamino}-4-methoxyphenyl}-5,6,7,8-tetrahydronaphthalen-2-ol). The yield is 38.6%. RXN SMILES: [F:1][C:2]1[CH:3]=[C:4]([CH:34]=[CH:35][C:36]=1[OH:37])[C:5]([CH2:7][NH:8][C:9]1[CH:14]=[C:13]([O:15][CH3:16])[CH:12]=[CH:11][C:10]=1[CH:17]1[CH2:26][CH2:25][C:24]2[CH:23]=[C:22]([O:27]C(=O)C(C)(C)C)[CH:21]=[CH:20][C:19]=2[CH2:18]1)=O.Cl[CH2:39][C:40]([N:42]1[CH2:46][CH2:45][CH2:44][CH2:43]1)=O>>[F:1][C:2]1[CH:3]=[C:4]([CH:34]=[CH:35][C:36]=1[O:37][CH2:39][CH2:40][N:42]1[CH2:46][CH2:45][CH2:44][CH2:43]1)[CH2:5][CH2:7][NH:8][C:9]1[CH:14]=[C:13]([O:15][CH3:16])[CH:12]=[CH:11][C:10]=1[CH:17]1[CH2:26][CH2:25][C:24]2[CH:23]=[C:22]([OH:27])[CH:21]=[CH:20][C:19]=2[CH2:18]1. Procedure: Synthesized from pivalic acid 6-{2-[(3-fluoro-4-hydroxybenzoyl)methylamino]-4-methoxyphenyl}-5,6,7,8-tetrahydronaphthalen-2-yl ester (20 mg) and 2-chloro-1-pyrrolidin-1-ylethanone (12 mg) according to an analogous synthetic method to Example 404 and purified by LC-MS, the title compound (7.7 mg) was obtained. Starting materials: CCOC(=O)C=Cc1ccc(C(=C2CC(C)(C)OC(C)(C)C2)c2ccc(O)cc2)cc1, CCO, [K+], [OH-]. Yields the product CC1(C)CC(=C(c2ccc(O)cc2)c2ccc(C=CC(=O)O)cc2)CC(C)(C)O1. Reaction SMILES: [CH2:1]([CH3:2])[O:3][C:4]([CH:5]=[CH:6][c:7]1[cH:8][cH:9][c:10]([C:13](=[C:14]2[CH2:15][C:16]([CH3:22])([CH3:23])[O:17][C:18]([CH3:20])([CH3:21])[CH2:19]2)[c:24]2[cH:25][cH:26][c:27]([OH:30])[cH:28][cH:29]2)[cH:11][cH:12]1)=[O:31].[CH3:34][CH2:35][OH:36].[K+:33].[OH-:32]>>[O:3]=[C:4]([CH:5]=[CH:6][c:7]1[cH:8][cH:9][c:10]([C:13](=[C:14]2[CH2:15][C:16]([CH3:22])([CH3:23])[O:17][C:18]([CH3:20])([CH3:21])[CH2:19]2)[c:24]2[cH:25][cH:26][c:27]([OH:30])[cH:28][cH:29]2)[cH:11][cH:12]1)[OH:31].